This data is from the Open Reaction Database (ORD), a public repository of structured organic reaction records. The task is: describe an organic reaction: reactants, conditions, products, and yield Solvent: C(C)O (ethanol). RXN SMILES: [NH2:1][C:2]1[C:7]([N+:8]([O-])=O)=[CH:6][CH:5]=[C:4]([Br:11])[N:3]=1.O.Cl>C(O)C.[Fe]>[NH2:1][C:2]1[C:7]([NH2:8])=[CH:6][CH:5]=[C:4]([Br:11])[N:3]=1. Yield: 47.9%. Yields the product NC1=NC(=CC=C1N)Br (2,3-diamino-6-bromopyridine). Reagents/catalysts: [Fe] (iron). Procedure: To a suspension of 2-amino-6-bromo-3-nitropyridine (21.8 g) in ethanol (220 ml)—water (22 ml) was added iron powder (39.0 g) at room temperature. Conc. hydrochloric acid (0.8 ml) was added and the mixture was gradually heated with stirring to start the reaction. The mixture was refluxed under heating for 2 hr, and an insoluble matter was removed by filtration while hot. The solvent was evaporated under reduced pressure, and water (200 ml) and active charcoal were added to the resulting solid, wh... Starting materials: NC1=NC(=CC=C1[N+](=O)[O-])Br (2-amino-6-bromo-3-nitropyridine), O (water), Cl (hydrochloric acid). Starting materials: CN(C=O)C (N,N-dimethylformamide), BrC1=CC(=C(C=C1)C=1N(C=C(N1)C(F)(F)F)COCC[Si](C)(C)C)Cl (2-(4-bromo-2-chlorophenyl)-4-(trifluoromethyl)-1-{[2-(trimethylsilyl)ethoxy]methyl}-1H-imidazole), CC1=CC(=NC=C1B1OC(C(O1)(C)C)(C)C)OCC1(CCC1)C(=O)OCC (ethyl 1-({[4-methyl-5-(4,4,5,5-tetramethyl-1,3,2-dioxaborolan-2-yl)pyridin-2-yl]oxy}-methyl)cyclobutanecarboxylate), C([O-])([O-])=O.[Na+].[Na+] (sodium carbonate). Run in O (water), C(C)(=O)OCC (ethyl acetate). Conditions: temperature 65 celsius, time 3 hour. Yields the product ClC=1C=C(C=CC1C=1N(C=C(N1)C(F)(F)F)COCC[Si](C)(C)C)C=1C(=CC(=NC1)OCC1(CCC1)C(=O)OCC)C (ethyl 1-{[(5-{3-chloro-4-[4-(trifluoromethyl)-1-{[2-(trimethylsilyl)ethoxy]methyl}-1H-imidazol-2-yl]phenyl}-4-methylpyridin-2-yl)oxy]methyl}-cyclobutanecarboxylate). Yield: 78.5%. RXN SMILES: CN(C)C=O.Br[C:7]1[CH:12]=[CH:11][C:10]([C:13]2[N:14]([CH2:22][O:23][CH2:24][CH2:25][Si:26]([CH3:29])([CH3:28])[CH3:27])[CH:15]=[C:16]([C:18]([F:21])([F:20])[F:19])[N:17]=2)=[C:9]([Cl:30])[CH:8]=1.[CH3:31][C:32]1[C:37](B2OC(C)(C)C(C)(C)O2)=[CH:36][N:35]=[C:34]([O:47][CH2:48][C:49]2([C:53]([O:55][CH2:56][CH3:57])=[O:54])[CH2:52][CH2:51][CH2:50]2)[CH:33]=1.C(=O)([O-])[O-].[Na+].[Na+]>O.C(OCC)(=O)C>[Cl:30][C:9]1[CH:8]=[C:7]([C:37]2[C:32]([CH3:31])=[CH:33][C:34]([O:47][CH2:48][C:49]3([C:53]([O:55][CH2:56][CH3:57])=[O:54])[CH2:52][CH2:51][CH2:50]3)=[N:35][CH:36]=2)[CH:12]=[CH:11][C:10]=1[C:13]1[N:14]([CH2:22][O:23][CH2:24][CH2:25][Si:26]([CH3:29])([CH3:28])[CH3:27])[CH:15]=[C:16]([C:18]([F:21])([F:20])[F:19])[N:17]=1 |f:3.4.5|. Procedure details: N,N-dimethylformamide (3.3 mL) was added to 2-(4-bromo-2-chlorophenyl)-4-(trifluoromethyl)-1-{[2-(trimethylsilyl)ethoxy]methyl}-1H-imidazole (200 mg), ethyl 1-({[4-methyl-5-(4,4,5,5-tetramethyl-1,3,2-dioxaborolan-2-yl)pyridin-2-yl]oxy}-methyl)cyclobutanecarboxylate (164 mg) and palladium chloride (dppf) methylene chloride complex (18 mg), and after adding 2N aqueous sodium carbonate solution (0.66 mL) to the mixture, the atmosphere was replaced with nitrogen and the mixture was stirred at 65° C.... Starting materials: BrC1=C(C(=CC(=C1)C(C1=C(C=CC=C1)Cl)=O)CC)OC (2-bromo-4-(2-chlorobenzoyl)-6-ethylanisole), CC(C)([O-])C.[K+] (potassium t-butoxide), O (H2O). Solvent: COCCOC (ethylene glycol dimethyl ether). Conditions: time 6 hour. Product: BrC=1C=C(C(=O)O)C=C(C1OC)CC (3-Bromo-5-ethyl-4-methoxybenzoic acid). The yield is 73.5%. As a reaction SMILES: [Br:1][C:2]1[CH:7]=[C:6]([C:8](=[O:16])C2C=CC=CC=2Cl)[CH:5]=[C:4]([CH2:17][CH3:18])[C:3]=1[O:19][CH3:20].CC(C)([O-:24])C.[K+].O>COCCOC>[Br:1][C:2]1[CH:7]=[C:6]([CH:5]=[C:4]([CH2:17][CH3:18])[C:3]=1[O:19][CH3:20])[C:8]([OH:16])=[O:24] |f:1.2|. Procedure: At ambient temperature, to a stirred mixture containing 2-bromo-4-(2-chlorobenzoyl)-6-ethylanisole (10.0 g, 28.2 mmol) and potassium t-butoxide (31.7 g, 0.283 mol) in ethylene glycol dimethyl ether (157 mL) was added H2O (1.52 mL). After 6 h, the reaction solids were collected by filtration and washed with ether (2×). The crude product was dissolved in H2O (200 mL), acidified with 2N HCl (pH <2) and stirred for 7 h. The precipitate was collected by filtration, washed with H2O (2×) and dried to g... The reactants are C1(=CC=CC=C1)CCCCO (4-phenyl-1-butanol), [H-].[Na+] (sodium hydride), C(Br)C1CO1 (epibromohydrin). Run in CN(C=O)C (dimethylformamide). The product is C1(=CC=CC=C1)CCCCOCC1OC1 (4-phenylbutoxymethyloxirane). As a reaction SMILES: [C:1]1([CH2:7][CH2:8][CH2:9][CH2:10][OH:11])[CH:6]=[CH:5][CH:4]=[CH:3][CH:2]=1.[H-].[Na+].[CH2:14]([CH:16]1[O:18][CH2:17]1)Br>CN(C)C=O>[C:1]1([CH2:7][CH2:8][CH2:9][CH2:10][O:11][CH2:14][CH:16]2[CH2:17][O:18]2)[CH:6]=[CH:5][CH:4]=[CH:3][CH:2]=1 |f:1.2|. Procedure: A procedure similar to that described in Preparation 46 was repeated, except that 5.00 g of 4-phenyl-1-butanol, 1.58 g of sodium hydride (as a 55% by weight dispersion in mineral oil), 3.9 ml of epibromohydrin and 110 ml of anhydrous dimethylformamide were used. The resulting crude product was purified by silica gel column chromatography, using an 8:1 by volume mixture of hexane and ethyl acetate as the eluent, to give 3.83 g of the title compound as a colorless oil having an Rf value of 0.77 (o... The reactants are ClCC1=CC=C(C=C1)NC(=O)C1=CC2=CC(=CC=C2CC1)C1=CC=CC=C1 (N-[4-(chloromethyl)-phenyl]-7-phenyl-3,4-dihydronaphthalene-2-carboxamide), ClC=1C=NC=CC1 (3-chloropyridine). Run in CN(C)C=O (DMF). Reaction conditions: temperature 70 celsius, time 24 hour. The product is [Cl-].ClC=1C=[N+](C=CC1)CC1=CC=C(C=C1)NC(=O)C1=CC2=CC(=CC=C2CC1)C1=CC=CC=C1 (3-chloro-1-[4-(7-phenyl-3,4-dihydro-naphthalene-2-carboxamido)benzyl]pyridinium chloride). RXN SMILES: [Cl:1][CH2:2][C:3]1[CH:8]=[CH:7][C:6]([NH:9][C:10]([C:12]2[CH2:21][CH2:20][C:19]3[C:14](=[CH:15][C:16]([C:22]4[CH:27]=[CH:26][CH:25]=[CH:24][CH:23]=4)=[CH:17][CH:18]=3)[CH:13]=2)=[O:11])=[CH:5][CH:4]=1.[Cl:28][C:29]1[CH:30]=[N:31][CH:32]=[CH:33][CH:34]=1>CN(C=O)C>[Cl-:1].[Cl:28][C:29]1[CH:30]=[N+:31]([CH2:2][C:3]2[CH:4]=[CH:5][C:6]([NH:9][C:10]([C:12]3[CH2:21][CH2:20][C:19]4[C:14](=[CH:15][C:16]([C:22]5[CH:27]=[CH:26][CH:25]=[CH:24][CH:23]=5)=[CH:17][CH:18]=4)[CH:13]=3)=[O:11])=[CH:7][CH:8]=2)[CH:32]=[CH:33][CH:34]=1 |f:3.4|. Reported procedure: In DMF (3ml) was dissolved N-[4-(chloromethyl)-phenyl]-7-phenyl-3,4-dihydronaphthalene-2-carboxamide (160mg), and to the mixture was added 3-chloropyridine (122 μl). The mixture was stirred at 70° C. for 24 hours and concentrated under reduced pressure. The residue was recrystallized from ethyl acetate-methanol to give 3-chloro-1-[4-(7-phenyl-3,4-dihydro-naphthalene-2-carboxamido)benzyl]pyridinium chloride (Compound 23) (110mg) as pale yellow crystals. The reactants are CC(=O)O, CO, OC(CCl)COc1ccc(-c2nc(C(F)(F)F)c[nH]2)cc1, [K+], [OH-]. Product: FC(F)(F)c1c[nH]c(-c2ccc(OCC3CO3)cc2)n1. Reaction SMILES: [CH3:24][C:25](=[O:26])[OH:27].[CH3:28][OH:29].[Cl:1][CH2:2][CH:3]([CH2:4][O:5][c:6]1[cH:7][cH:8][c:9](-[c:12]2[nH:13][cH:14][c:15]([C:17]([F:18])([F:19])[F:20])[n:16]2)[cH:10][cH:11]1)[OH:21].[K+:23].[OH-:22]>>[CH2:2]1[CH:3]([CH2:4][O:5][c:6]2[cH:7][cH:8][c:9](-[c:12]3[nH:13][cH:14][c:15]([C:17]([F:18])([F:19])[F:20])[n:16]3)[cH:10][cH:11]2)[O:21]1. Solvent: C(Cl)Cl (DCM), C(Cl)Cl (DCM). Run at time 8 hour. Reaction SMILES: [NH:1]1[CH2:6][CH2:5][CH2:4][CH:3]([NH:7][C:8]([NH:10][C:11]2[N:12]=[C:13]3[CH:19]=[CH:18][N:17]([CH2:20][O:21][CH2:22][CH2:23][Si:24]([CH3:27])([CH3:26])[CH3:25])[C:14]3=[N:15][CH:16]=2)=[O:9])[CH2:2]1.N1C=CC=CC=1.[C:34](Cl)(=[O:37])[CH2:35][CH3:36]>C(Cl)Cl>[C:34]([N:1]1[CH2:6][CH2:5][CH2:4][CH:3]([NH:7][C:8]([NH:10][C:11]2[N:12]=[C:13]3[CH:19]=[CH:18][N:17]([CH2:20][O:21][CH2:22][CH2:23][Si:24]([CH3:27])([CH3:26])[CH3:25])[C:14]3=[N:15][CH:16]=2)=[O:9])[CH2:2]1)(=[O:37])[CH2:35][CH3:36]. Yield: 76.6%. Starting materials: N1=CC=CC=C1 (pyridine), N1CC(CCC1)NC(=O)NC=1N=C2C(=NC1)N(C=C2)COCC[Si](C)(C)C (Piperidin-3-yl-3-[5-(2-trimethylsilanyl-ethoxymethyl)-5H-pyrrolo[2,3-b]pyrazin-2-yl]-urea), C(CC)(=O)Cl (Propionyl chloride). Reported procedure: Piperidin-3-yl-3-[5-(2-trimethylsilanyl-ethoxymethyl)-5H-pyrrolo[2,3-b]pyrazin-2-yl]-urea (0.150 g, 0.38 mmol) was dissolved in 2 mL of DCM and pyridine was added (0.120 mL/1.54 mmol). Propionyl chloride (0.05 mL, 5.4 mmol) was added dropwise to the solution and the resulting mixture was stirred overnight at RT. The reaction mixture was diluted with DCM and was quenched by addition of saturated solution of NaHCO3. The aqueous layer was extracted once with DCM and the combined organics were dried... Product: C(CC)(=O)N1CC(CCC1)NC(=O)NC=1N=C2C(=NC1)N(C=C2)COCC[Si](C)(C)C (1-(1-propionyl-piperidin-3-yl)-3-[5-(2-trimethylsilanyl-ethoxymethyl)-5H-pyrrolo[2,3-b]pyrazin-2-yl]-urea).